From a dataset of the Open Reaction Database (ORD), a public repository of structured organic reaction records. describe an organic reaction: reactants, conditions, products, and yield Procedure: 4-Azatricyclo[4.3.1.13,8 ]undecan-5-one, 2.45 grams (14 mmol), was added to a suspension of lithium aluminum hydride (2.12 grams, 56 mmol) in 200 ml of anhydrous ether. The mixture was refluxed for 6 hours then worked up to give compound 3 as a white solid material recrystallized from hexane (melting point 290° C.). The solvent is CCOCC (ether). Starting materials: C12CC3NC(C(CC(C1)C3)C2)=O (4-Azatricyclo[4.3.1.13,8 ]undecan-5-one), [H-].[Al+3].[Li+].[H-].[H-].[H-] (lithium aluminum hydride). Reaction SMILES: [CH:1]12[CH2:11][CH:6]3[CH2:7][CH:8]([CH2:10][CH:3]([NH:4][C:5]3=O)[CH2:2]1)[CH2:9]2.[H-].[Al+3].[Li+].[H-].[H-].[H-]>CCOCC>[CH:1]12[CH2:11][CH:6]3[CH2:7][CH:8]([CH2:10][CH:3]([NH:4][CH2:5]3)[CH2:2]1)[CH2:9]2 |f:1.2.3.4.5.6|. The product is C12CC3NCC(CC(C1)C3)C2 (4-Azatricyclo[4.3.1.13,8 ]undecane). The reactants are CCN(CC)CCCNC(=O)Cn1ncc(-c2ccc([N+](=O)[O-])cc2)c1-c1ccccc1, CO, O=C[O-], [NH4+]. The product is CCN(CC)CCCNC(=O)Cn1ncc(-c2ccc(N)cc2)c1-c1ccccc1. Reaction SMILES: [CH2:1]([CH3:2])[N:3]([CH2:4][CH2:5][CH2:6][NH:7][C:8]([CH2:9][n:10]1[n:11][cH:12][c:13](-[c:21]2[cH:22][cH:23][c:24]([N+:27]([O-:28])=[O:29])[cH:25][cH:26]2)[c:14]1-[c:15]1[cH:16][cH:17][cH:18][cH:19][cH:20]1)=[O:30])[CH2:31][CH3:32].[CH3:37][OH:38].[CH:33]([O-:34])=[O:35].[NH4+:36]>>[CH2:1]([CH3:2])[N:3]([CH2:4][CH2:5][CH2:6][NH:7][C:8]([CH2:9][n:10]1[n:11][cH:12][c:13](-[c:21]2[cH:22][cH:23][c:24]([NH2:27])[cH:25][cH:26]2)[c:14]1-[c:15]1[cH:16][cH:17][cH:18][cH:19][cH:20]1)=[O:30])[CH2:31][CH3:32]. Reactants: [Li+].[OH-] (LiOH), C1(=CC=CC=C1)COC1=C(C(=O)OCC2=CC=CC=C2)C=C(C=C1)N1CCCCC1 (phenylmethyl 2-[(phenylmethyl)oxy]-5-(1-piperidinyl)benzoate), Cl (HCl). Run in C(C)(=O)OCC (ethyl acetate), C1CCOC1.O (THF water). Product: C1(=CC=CC=C1)COC1=C(C(=O)O)C=C(C=C1)N1CCCCC1 (2-[(Phenylmethyl)oxy]-5-(1-piperidinyl)benzoic acid). As a reaction SMILES: [Li+].[OH-].[C:3]1([CH2:9][O:10][C:11]2[CH:26]=[CH:25][C:24]([N:27]3[CH2:32][CH2:31][CH2:30][CH2:29][CH2:28]3)=[CH:23][C:12]=2[C:13]([O:15]CC2C=CC=CC=2)=[O:14])[CH:8]=[CH:7][CH:6]=[CH:5][CH:4]=1.Cl>C1COCC1.O.C(OCC)(=O)C>[C:3]1([CH2:9][O:10][C:11]2[CH:26]=[CH:25][C:24]([N:27]3[CH2:28][CH2:29][CH2:30][CH2:31][CH2:32]3)=[CH:23][C:12]=2[C:13]([OH:15])=[O:14])[CH:4]=[CH:5][CH:6]=[CH:7][CH:8]=1 |f:0.1,4.5|. Procedure: LiOH (1.25 mL, 3.74 mmol) was added to a stirred solution of phenylmethyl 2-[(phenylmethyl)oxy]-5-(1-piperidinyl)benzoate (may be prepared as described in Description 41; 150 mg, 0.37 mmol) in a mixture of THF:water (3:1, 10 ml). The mixture was heated to reflux for 12 h and then diluted with ethyl acetate (50 ml). 10% aqueous HCl was added to the mixture to adjust the pH to 2. The organic phase was isolated, washed with brine, dried over magnesium sulphate, and concentrated to give a yellow oil... Starting materials: ClCC(=O)OCC (ethyl chloroacetate), C1(=CC=CC=C1)O (phenol), [OH-].[Na+] (sodium hydroxide), [I-].[Na+] (sodium iodide), CC=1C=C(C=CC1)OC (3-methylanisole). The reagents and catalysts are CCCCCCCC[N+](C)(CCCCCCCC)CCCCCCCC.[Cl-] (Aliquat 336). The solvent is O (water), O (water). Run at time 75 minute. The product is O(C1=CC=CC=C1)CC(=O)OCC (Ethyl Phenoxyacetate). As a reaction SMILES: [C:1]1([OH:7])[CH:6]=[CH:5][CH:4]=[CH:3][CH:2]=1.[OH-].[Na+].[I-].[Na+].Cl[CH2:13][C:14]([O:16][CH2:17][CH3:18])=[O:15].CC1C=C(OC)C=CC=1>CCCCCCCC[N+](CCCCCCCC)(CCCCCCCC)C.[Cl-].O>[O:7]([CH2:13][C:14]([O:16][CH2:17][CH3:18])=[O:15])[C:1]1[CH:6]=[CH:5][CH:4]=[CH:3][CH:2]=1 |f:1.2,3.4,7.8|. Reported procedure: The three-necked 500 mL flask was filled with phenol (1.89 g, 20 millimoles, Aldrich, 99+%), sodium hydroxide (1.76 g, 50% w/w solution in water, 22 millimoles, Aldrich), sodium iodide (0.18 g, 1 millimole, Aldrich, 98%), and water (196.78 g) and immersed in the water bath kept at 60° C. The excess molar concentration of sodium hydroxide was 0.10. The mixture was stirred mechanically at 600 rpm. Next, the organic phase consisting of ethyl chloroacetate (9.84 g, 80 millimoles, Aldrich, 99%), Aliq... Reactants: BrC=1C=C(C(=NC1)N)OC(C)C1=C(C(=CC=C1Cl)F)Cl (5-bromo-3-[1-(2,6-dichloro-3-fluoro-phenyl)-ethoxy]-pyridin-2-ylamine), BrC1=C(C=C(C=C1)B(O)O)OC (4-bromo-3-methoxyphenyl boronic acid), CP(C)=O (dimethylphosphine oxide). Product: ClC1=C(C(=CC=C1F)Cl)C(C)OC=1C(=NC=C(C1)C1=CC(=C(C=C1)P(=O)(C)C)OC)N (3-[1-(2,6-dichloro-3-fluoro-phenyl)ethoxy]-5-(4-dimethylphosphoryl-3-methoxy-phenyl)pyridin-2-amine). Reaction SMILES: Br[C:2]1[CH:3]=[C:4]([O:9][CH:10]([C:12]2[C:17]([Cl:18])=[CH:16][CH:15]=[C:14]([F:19])[C:13]=2[Cl:20])[CH3:11])[C:5]([NH2:8])=[N:6][CH:7]=1.Br[C:22]1[CH:27]=[CH:26][C:25](B(O)O)=[CH:24][C:23]=1[O:31][CH3:32].[CH3:33][PH:34](=[O:36])[CH3:35]>>[Cl:20][C:13]1[C:14]([F:19])=[CH:15][CH:16]=[C:17]([Cl:18])[C:12]=1[CH:10]([O:9][C:4]1[C:5]([NH2:8])=[N:6][CH:7]=[C:2]([C:25]2[CH:26]=[CH:27][C:22]([P:34]([CH3:35])([CH3:33])=[O:36])=[C:23]([O:31][CH3:32])[CH:24]=2)[CH:3]=1)[CH3:11]. Reported procedure: The title compound was prepared from 5-bromo-3-[1-(2,6-dichloro-3-fluoro-phenyl)-ethoxy]-pyridin-2-ylamine, 4-bromo-3-methoxyphenyl boronic acid, and dimethylphosphine oxide following the same procedures as Example 1 Step 1 and Step 3; ESMS: m/z 483 (M+H)+. The reactants are solution, ClB(Cl)Cl (trichloroborane), ClC1=CC=C(N)C=C1 (4-chloroaniline), C(C)(=O)OCC (ethyl acetate), ClC1=C(C#N)C=C(C=C1)Cl (2,5-dichlorobenzonitrile), [Cl-].[Cl-].[Cl-].[Ga+3] (gallium trichloride), Cl (hydrochloric acid). Run in ClCCCl (1,2-dichloroethane). Reaction conditions: temperature 80 celsius, time 45 minute. The product is NC1=C(C=C(C=C1)Cl)C(=O)C1=C(C=CC(=C1)Cl)Cl ((2-amino-5-chlorophenyl)(2,5-dichlorophenyl)methanone). Reaction SMILES: ClB(Cl)Cl.[Cl:5][C:6]1[CH:12]=[CH:11][C:9]([NH2:10])=[CH:8][CH:7]=1.[Cl:13][C:14]1[CH:21]=[CH:20][C:19]([Cl:22])=[CH:18][C:15]=1[C:16]#N.[Cl-].[Cl-].[Cl-].[Ga+3].Cl.C(OCC)(=[O:30])C>ClCCCl>[NH2:10][C:9]1[CH:11]=[CH:12][C:6]([Cl:5])=[CH:7][C:8]=1[C:16]([C:15]1[CH:18]=[C:19]([Cl:22])[CH:20]=[CH:21][C:14]=1[Cl:13])=[O:30] |f:3.4.5.6|. Procedure details: To 28 ml of a 1M solution of trichloroborane at −5° C. are added 5.6 g of 4-chloroaniline dissolved in 30 ml of 1,2-dichloroethane. After 45 minutes at +15° C., 3.8 g of 2,5-dichlorobenzonitrile and 5 g of gallium trichloride are introduced and the mixture is refluxed for 3 hours. At room temperature, the resulting mixture is hydrolysed with 2M hydrochloric acid solution and maintained at 80° C. for 2 hours. The reaction medium is taken up in ethyl acetate and washed with water. The organic phas... Starting materials: C(C1=CC=CC=C1)OC1=CC=CC=2N(C(=NC21)CC)CC2=NC=CC=C2 (4-benzyloxy-2-ethyl-1-pyridin2-ylmethyl-1H-benzoimidazole). Run in C(C)O (ethanol), [Pd] (Pd/C). Conditions: time 8 hour. Product: C(C)C1=NC2=C(N1CC1=NC=CC=C1)C=CC=C2O (2-ethyl-1-pyridin-2-ylmethyl-1H-benzoimidazole-4-ol). RXN SMILES: C([O:8][C:9]1[C:17]2[N:16]=[C:15]([CH2:18][CH3:19])[N:14]([CH2:20][C:21]3[CH:26]=[CH:25][CH:24]=[CH:23][N:22]=3)[C:13]=2[CH:12]=[CH:11][CH:10]=1)C1C=CC=CC=1>C(O)C.[Pd]>[CH2:18]([C:15]1[N:14]([CH2:20][C:21]2[CH:26]=[CH:25][CH:24]=[CH:23][N:22]=2)[C:13]2[CH:12]=[CH:11][CH:10]=[C:9]([OH:8])[C:17]=2[N:16]=1)[CH3:19]. Procedure details: To a solution cold solution (ice bath) of 7-benzyloxy-2-ethyl-1H-benzimidazole prepared above (0.8 g, 3.17 mmol) in DMF (10 mL) was added sodium hydride (0.41 g, 10.47 mmol), followed by 2-(bromomethyl)pyridine hydrobromide (0.88 g, 3.49 mmol). After addition of the bromide the reaction mixture was allowed to warm to room temperature and stirred for 16 h. The reaction mixture was partitioned between water and ethyl acetate. Ethyl acetate layer was separated, dried (MgSO4), and concentrated to gi... The reactants are CC1c2cc(F)ccc2-c2ccccc2N1S(=O)(=O)c1ccc(O)cc1, O, NS(=O)(=O)Cl. The product is CC1c2cc(F)ccc2-c2ccccc2N1S(=O)(=O)c1ccc(OS(N)(=O)=O)cc1. Reaction SMILES: [F:1][c:2]1[cH:3][c:4]2[c:13]([cH:14][cH:15]1)-[c:12]1[c:7]([cH:8][cH:9][cH:10][cH:11]1)[N:6]([S:16](=[O:17])(=[O:18])[c:19]1[cH:20][cH:21][c:22]([OH:25])[cH:23][cH:24]1)[CH:5]2[CH3:26].[OH2:32].[S:27]([NH2:28])(=[O:29])(=[O:30])[Cl:31]>>[F:1][c:2]1[cH:3][c:4]2[c:13]([cH:14][cH:15]1)-[c:12]1[c:7]([cH:8][cH:9][cH:10][cH:11]1)[N:6]([S:16](=[O:17])(=[O:18])[c:19]1[cH:20][cH:21][c:22]([O:25][S:27]([NH2:28])(=[O:29])=[O:30])[cH:23][cH:24]1)[CH:5]2[CH3:26]. Reactants: ClC1=CC=C2C(=N1)N(C(C2(C)C)=O)C (6-chloro-1,3,3-trimethyl-1H-pyrrolo[2,3-b]pyridin-2-one), C(C1=CC=CC=C1)N (benzylamine), CC(C)([O-])C.[Na+] (sodium tert-butoxide), C=1C=CC(=CC1)P(C=2C=CC=CC2)C3=CC=C4C=CC=CC4=C3C5=C6C=CC=CC6=CC=C5P(C=7C=CC=CC7)C=8C=CC=CC8 (BINAP). Reagents/catalysts: C1=CC=C(C=C1)/C=C/C(=O)/C=C/C2=CC=CC=C2.C1=CC=C(C=C1)/C=C/C(=O)/C=C/C2=CC=CC=C2.C1=CC=C(C=C1)/C=C/C(=O)/C=C/C2=CC=CC=C2.C(Cl)(Cl)Cl.[Pd].[Pd] (tris(dibenzylideneacetone)dipalladium (0) chloroform adduct). Run in CCOC(=O)C (EtOAc), C1(=CC=CC=C1)C (toluene). Reaction conditions: temperature 115 celsius, time 48 hour. The product is C(C1=CC=CC=C1)NC1=CC=C2C(=N1)N(C(C2(C)C)=O)C (6-(Benzylamino)-1,3,3-trimethyl-1H-pyrrolo[2,3-b]pyridin-2(3H)-one), solid. As a reaction SMILES: Cl[C:2]1[N:7]=[C:6]2[N:8]([CH3:14])[C:9](=[O:13])[C:10]([CH3:12])([CH3:11])[C:5]2=[CH:4][CH:3]=1.[CH2:15]([NH2:22])[C:16]1[CH:21]=[CH:20][CH:19]=[CH:18][CH:17]=1.CC(C)([O-])C.[Na+].C1C=CC(P(C2C(C3C(P(C4C=CC=CC=4)C4C=CC=CC=4)=CC=C4C=3C=CC=C4)=C3C(C=CC=C3)=CC=2)C2C=CC=CC=2)=CC=1>C1(C)C=CC=CC=1.CCOC(C)=O.C1C=CC(/C=C/C(/C=C/C2C=CC=CC=2)=O)=CC=1.C1C=CC(/C=C/C(/C=C/C2C=CC=CC=2)=O)=CC=1.C1C=CC(/C=C/C(/C=C/C2C=CC=CC=2)=O)=CC=1.C(Cl)(Cl)Cl.[Pd].[Pd]>[CH2:15]([NH:22][C:2]1[N:7]=[C:6]2[N:8]([CH3:14])[C:9](=[O:13])[C:10]([CH3:12])([CH3:11])[C:5]2=[CH:4][CH:3]=1)[C:16]1[CH:21]=[CH:20][CH:19]=[CH:18][CH:17]=1 |f:2.3,7.8.9.10.11.12|. Procedure: To a mixture of 6-chloro-1,3,3-trimethyl-1H-pyrrolo[2,3-b]pyridin-2-one (500 mg, 2.37 mmol), benzylamine (763 mg, 778 μl, 7.12 mmol) and sodium tert-butoxide (388 mg, 4.03 mmol) in toluene (10 ml) were added tris(dibenzylideneacetone)dipalladium (0) chloroform adduct (49.1 mg, 47.5 μmol) and BINAP (29.6 mg, 47.5 μmol). The reaction mixture was heated to 115° C. and stirred for 48 hours. The reaction mixture was diluted with EtOAc, silica gel was added and the mixture concentrated in vacuo. The o... The reactants are CC(C)(C)OC(=O)NN, CO, O=C(O)C(O)C(O)C(O)C(O)CO. Product: NNC(=O)C(O)C(O)C(O)C(O)CO. As a reaction SMILES: [C:14]([O:15][C:16]([CH3:17])([CH3:18])[CH3:19])(=[O:20])[NH:21][NH2:22].[CH3:23][OH:24].[O:1]=[C:2]([CH:3]([OH:4])[CH:5]([OH:6])[CH:7]([OH:8])[CH:9]([OH:10])[CH2:11][OH:12])[OH:13]>>[O:1]=[C:2]([CH:3]([OH:4])[CH:5]([OH:6])[CH:7]([OH:8])[CH:9]([OH:10])[CH2:11][OH:12])[NH:21][NH2:22].